describe an organic reaction: reactants, conditions, products, and yield From a dataset of the Open Reaction Database (ORD), a public repository of structured organic reaction records. The product is O=C1OC2(CCCNC2)CN1c1ccccc1. RXN SMILES: [C+4:34].[CH3:28][CH2:29][O:30][C:31](=[O:32])[CH3:33].[O:1]=[C:2]1[O:3][C:4]2([CH2:5][N:6]1[c:7]1[cH:8][cH:9][cH:10][cH:11][cH:12]1)[CH2:13][N:14]([C:18]([O:19][CH2:20][c:21]1[cH:22][cH:23][cH:24][cH:25][cH:26]1)=[O:27])[CH2:15][CH2:16][CH2:17]2.[OH-:35].[OH-:37].[OH-:38].[OH-:39].[OH-:40].[OH-:41].[Pd+2:36]>>[O:1]=[C:2]1[O:3][C:4]2([CH2:5][N:6]1[c:7]1[cH:8][cH:9][cH:10][cH:11][cH:12]1)[CH2:13][NH:14][CH2:15][CH2:16][CH2:17]2. Reactants: [C+4], CCOC(C)=O, O=C(OCc1ccccc1)N1CCCC2(C1)CN(c1ccccc1)C(=O)O2, [OH-], [OH-], [OH-], [OH-], [OH-], [OH-], [Pd+2]. Starting materials: C([O-])([O-])=O.[NH4+].[NH4+] (ammonium carbonate), C(C(=C)CC(=O)[O-])(=O)[O-].[NH4+].[NH4+] (ammonium itaconate). The product is ammonium salt, C(C=C)(=O)O (acrylic acid), C(C(=C)CC(=O)O)(=O)O (itaconic acid). RXN SMILES: [C:1]([O-:9])(=[O:8])[C:2]([CH2:4][C:5]([O-:7])=[O:6])=[CH2:3].[NH4+].[NH4+].C(=O)([O-])[O-].[NH4+].[NH4+]>>[C:5]([OH:7])(=[O:6])[CH:4]=[CH2:2].[C:1]([OH:9])(=[O:8])[C:2]([CH2:4][C:5]([OH:7])=[O:6])=[CH2:3] |f:0.1.2,3.4.5|. Procedure details: The partially neutralized ammonium salt of 95 weight % acrylic acid and 5 weight % itaconic acid was prepared as described in Example II except that ammonium itaconate was used instead of sodium itaconate and ammonium carbonate was used instead of soda ash. The reactants are C(=O)[C@@H]1[C@H]2CC(O[C@H]2C[C@H]1OC(C1=CC=CC=C1)=O)=O ((1S,5R,6R,7R)-6-formyl-7-benzoyloxy-2-oxabicyclo[3,3,0]octan-3-one), O=C(C=P(C1=CC=CC=C1)(C1=CC=CC=C1)C1=CC=CC=C1)C1OCC2=C(O1)C=CC=C2 ([2-oxo-2-(1,3-benzodioxan-2-yl)-ethylidene]-triphenylphosphorane). Solvent: C1=CC=CC=C1 (benzene). Yields the product O=C(/C=C/[C@@H]1[C@H]2CC(O[C@H]2C[C@H]1OC(C1=CC=CC=C1)=O)=O)C1OCC2=C(O1)C=CC=C2 ((1S,5R,6R,7R)-6-[(E)-3-Oxo-3-({2RS}-1,3-benzodioxan-2-yl)-1-propenyl]-7-benzoyloxy-2-oxabicyclo[3,3,0]octan-3-one). Reaction SMILES: [CH:1]([C@H:3]1[C@H:10]([O:11][C:12](=[O:19])[C:13]2[CH:18]=[CH:17][CH:16]=[CH:15][CH:14]=2)[CH2:9][C@H:8]2[C@@H:4]1[CH2:5][C:6](=[O:20])[O:7]2)=O.[O:21]=[C:22]([CH:43]1[O:48][C:47]2[CH:49]=[CH:50][CH:51]=[CH:52][C:46]=2[CH2:45][O:44]1)[CH:23]=P(C1C=CC=CC=1)(C1C=CC=CC=1)C1C=CC=CC=1>C1C=CC=CC=1>[O:21]=[C:22]([CH:43]1[O:48][C:47]2[CH:49]=[CH:50][CH:51]=[CH:52][C:46]=2[CH2:45][O:44]1)/[CH:23]=[CH:1]/[C@H:3]1[C@H:10]([O:11][C:12](=[O:19])[C:13]2[CH:18]=[CH:17][CH:16]=[CH:15][CH:14]=2)[CH2:9][C@H:8]2[C@@H:4]1[CH2:5][C:6](=[O:20])[O:7]2. Reported procedure: Under an argon atmosphere, 7 g. of (1S,5R,6R,7R)-6-formyl-7-benzoyloxy-2-oxabicyclo[3,3,0]octan-3-one, E. J. Corey et al., J. Amer. Chem. Soc. 91, 5675 (1969), and 11.2 g. of [2-oxo-2-(1,3-benzodioxan-2-yl)-ethylidene]-triphenylphosphorane were agitated at room temperature for 16 hours in 300 ml. of benzene. The reaction mixture was then evaporated to dryness under vacuum. The residue was purified by column chromatography on silica gel with hexane/20-60% ethyl acetate as the eluent. Yield: 5 g. ...